Dataset: the Open Reaction Database (ORD), a public repository of structured organic reaction records. Task: describe an organic reaction: reactants, conditions, products, and yield Starting materials: [Li+].[BH4-] (LiBH4), C(C1=CC=CC=C1)ON1[C@@H]2CC[C@H](N(C1=O)C2)C(=O)OCC ((2S,5R)-ethyl 6-(benzyloxy)-7-oxo-1,6-diazabicyclo[3.2.1]octane-2-carboxylate), [Li+].[BH4-] (LiBH4). Solvent: CO (MeOH). Run at temperature -5 celsius, time 15 minute. Yields the product C(C1=CC=CC=C1)ON1[C@@H]2CC[C@H](N(C1=O)C2)CO ((2S,5R)-6-(benzyloxy)-2-(hydroxymethyl)-1,6-diazabicyclo[3.2.1]octan-7-one). The yield is 88.1%. Reaction SMILES: [Li+].[BH4-].[CH2:3]([O:10][N:11]1[C:17](=[O:18])[N:16]2[CH2:19][C@H:12]1[CH2:13][CH2:14][C@H:15]2[C:20](OCC)=[O:21])[C:4]1[CH:9]=[CH:8][CH:7]=[CH:6][CH:5]=1>CO>[CH2:3]([O:10][N:11]1[C:17](=[O:18])[N:16]2[CH2:19][C@H:12]1[CH2:13][CH2:14][C@H:15]2[CH2:20][OH:21])[C:4]1[CH:5]=[CH:6][CH:7]=[CH:8][CH:9]=1 |f:0.1|. Procedure details: LiBH4 (0.54 g, 24.67 mmol) was added to a solution of (2S,5R)-ethyl 6-(benzyloxy)-7-oxo-1,6-diazabicyclo[3.2.1]octane-2-carboxylate (5 g, 16.44 mmol) in MeOH (50 mL) at −10° C. After 15 min, another portion of LiBH4 (0.54 g, 24.67 mmol) was added and the mixture was stirred at −10 to 0° C. for 4-5 h. The reaction mixture was carefully quenched by addition of sat. NaH2PO4 (50 mL) at 0° C. The mixture was diluted with water (20 mL) and extracted with DCM three times. The combined organic layer was... Starting materials: Br, CC(=O)O, COc1ccc2c(C(C)=O)noc2c1. Yields the product CC(=O)c1noc2cc(O)ccc12. Reaction SMILES: [BrH:1].[CH3:16][C:17](=[O:18])[OH:19].[CH3:2][O:3][c:4]1[cH:5][c:6]2[c:7]([c:8]([C:11]([CH3:12])=[O:13])[n:9][o:10]2)[cH:14][cH:15]1>>[OH:3][c:4]1[cH:5][c:6]2[c:7]([c:8]([C:11]([CH3:12])=[O:13])[n:9][o:10]2)[cH:14][cH:15]1. Reactants: BrC1=CC=2NC3=CC(=CC=C3C2C=C1)Br (2,7-dibromocarbazole), BrCC(CCCC)CC (1-bromo-2-ethylhexane), S.C(CCC)[N+](CCCC)(CCCC)CCCC (tetra-n-butylammonium hydrogen sulfide), [OH-].[Na+] (NaOH). The solvent is CC(=O)C (acetone). Yields the product BrC1=CC=2N(C3=CC(=CC=C3C2C=C1)Br)CC(CCCC)CC (2,7-dibromo-9-(2-ethylhexyl)-carbazole). RXN SMILES: [Br:1][C:2]1[CH:14]=[CH:13][C:12]2[C:11]3[C:6](=[CH:7][C:8]([Br:15])=[CH:9][CH:10]=3)[NH:5][C:4]=2[CH:3]=1.Br[CH2:17][CH:18]([CH2:23][CH3:24])[CH2:19][CH2:20][CH2:21][CH3:22].S.C([N+](CCCC)(CCCC)CCCC)CCC.[OH-].[Na+]>CC(C)=O>[Br:1][C:2]1[CH:14]=[CH:13][C:12]2[C:11]3[C:6](=[CH:7][C:8]([Br:15])=[CH:9][CH:10]=3)[N:5]([CH2:17][CH:18]([CH2:23][CH3:24])[CH2:19][CH2:20][CH2:21][CH3:22])[C:4]=2[CH:3]=1 |f:2.3,4.5|. Procedure: A mixture of 2,7-dibromocarbazole (3.0 g, 8.95 mmol), 1-bromo-2-ethylhexane (2.70 g, 13.4 mmol), tetra-n-butylammonium hydrogen sulfide (0.1 g), and NaOH (0.54 g, 13.5 mmol) in acetone (30 mL) was refluxed for 9 h. After the reaction, the acetone was removed under vacuum and the residue was extracted with toluene. The combined organic layer was washed with a saturated NaCl aqueous solution, and dried over MgSO4. After removal of the solvent, the residue was purified by column chromatography on s... Reactants: OC1=C(C(=C(OC=2C=CC(=C(C2)N(C(OC(C)(C)C)=O)C)[N+](=O)[O-])C=C1)C)C (t-butyl N-[5-(4-hydroxy-2,3-dimethylphenoxy)-2-nitrophenyl]-N-methylcarbamate). Reagents/catalysts: [Pd] (palladium on carbon). The solvent is CO (methanol). Product: NC1=C(C=C(C=C1)OC1=C(C(=C(C=C1)O)C)C)N(C(OC(C)(C)C)=O)C (t-Butyl N-[2-amino-5-(4-hydroxy-2,3-dimethylphenoxy)phenyl]-N-methylcarbamate). The yield is 91.8%. Reaction SMILES: [OH:1][C:2]1[CH:26]=[CH:25][C:5]([O:6][C:7]2[CH:8]=[CH:9][C:10]([N+:22]([O-])=O)=[C:11]([N:13]([CH3:21])[C:14](=[O:20])[O:15][C:16]([CH3:19])([CH3:18])[CH3:17])[CH:12]=2)=[C:4]([CH3:27])[C:3]=1[CH3:28]>[Pd].CO>[NH2:22][C:10]1[CH:9]=[CH:8][C:7]([O:6][C:5]2[CH:25]=[CH:26][C:2]([OH:1])=[C:3]([CH3:28])[C:4]=2[CH3:27])=[CH:12][C:11]=1[N:13]([CH3:21])[C:14](=[O:20])[O:15][C:16]([CH3:17])([CH3:18])[CH3:19]. Procedure: In a similar manner to that described in Reference Example 7, a reaction was carried out using t-butyl N-[5-(4-hydroxy-2,3-dimethylphenoxy)-2-nitrophenyl]-N-methylcarbamate (1.90 g), palladium on carbon (10%, 0.20 g) and methanol (20 ml) and the reaction mixture was purified to give the title compound (1.61 g). The reactants are CO[C@@H]1O[C@@H]([C@@H]2[C@H]1OC(O2)(C)C)C2=NN=CN2 (3-[(3aR,4R,6R,6aR)-6-methoxy-2,2-dimethyltetrahydrofuro[3,4-d][1,3]dioxol-4-yl]-4H-1,2,4-triazole), C([O-])([O-])=O.[K+].[K+] (potassium carbonate), ICC (iodoethane), ICC (iodoethane), C([O-])([O-])=O.[K+].[K+] (potassium carbonate). Product: CO[C@@H]1O[C@@H]([C@@H]2[C@H]1OC(O2)(C)C)C2=NN(C=N2)CC (3-[(3aR,4R,6R,6aR)-6-Methoxy-2,2-dimethyltetrahydrofuro[3,4-d][1,3]dioxol-4-yl]-1-ethyl-1H-1,2,4-triazole). Reaction conditions: time 30 minute. RXN SMILES: [CH3:1][O:2][C@H:3]1[C@@H:7]2[O:8][C:9]([CH3:12])([CH3:11])[O:10][C@@H:6]2[C@@H:5]([C:13]2[NH:17][CH:16]=[N:15][N:14]=2)[O:4]1.C(=O)([O-])[O-].[K+].[K+].I[CH2:25][CH3:26]>CC(C)=O>[CH3:1][O:2][C@H:3]1[C@@H:7]2[O:8][C:9]([CH3:12])([CH3:11])[O:10][C@@H:6]2[C@@H:5]([C:13]2[N:17]=[CH:16][N:15]([CH2:25][CH3:26])[N:14]=2)[O:4]1 |f:1.2.3|. Procedure details: A solution of 3-[(3aR,4R,6R,6aR)-6-methoxy-2,2-dimethyltetrahydrofuro[3,4-d][1,3]dioxol-4-yl]-4H-1,2,4-triazole (Preparation 20) (1.0 g, 4.2 mmol), potassium carbonate (0.57 g, 4.2 mmol) and iodoethane (0.33 ml, 4.2 mmol) in acetone (10 ml) was heated under reflux for one hour. Further iodoethane (0.05 ml, 0.6 mmol) and potassium carbonate (0.1 g, 0.7 mmol) were added and heating under reflux continued for 30 minutes. The reaction mixture was allowed to cool to room temperature and the solvent w... Solvent: CC(=O)C (acetone). Yield: 35.4%. Starting materials: aqueous solution, [OH-].[Na+] (sodium hydroxide), Cl.OC(C)(C)C=1N=C(N(C1C(=O)OCC)CC1=CC=C(C=C1)C1=C(C=CC=C1)C1=NN=NN1)CCC (ethyl 4-(1-hydroxy-1-methylethyl)-2-propyl-1-{4-[2-(tetrazol-5-yl)phenyl]phenyl}methylimidazole-5-carboxylate hydrochloride). Reaction conditions: time 8 hour. Procedure details: 3.65 ml of a 1N aqueous solution of sodium hydroxide were added to a solution of 0.31 g of ethyl 4-(1-hydroxy-1-methylethyl)-2-propyl-1-{4-[2-(tetrazol-5-yl)phenyl]phenyl}methylimidazole-5-carboxylate hydrochloride [prepared as described in Example 18(b)] in 6 ml of methanol, and the resulting mixture was allowed to stand overnight at room temperature. At the end of this time, the reaction mixture was concentrated by evaporation under reduced pressure to remove the methanol. The concentrate was ... Isolated yield 55.4%. Product: OC(C)(C)C=1N=C(N(C1C(=O)O)CC1=CC=C(C=C1)C1=C(C=CC=C1)C1=NN=NN1)CCC (4-(1-Hydroxy-1-methylethyl)-2-propyl-1-{4-[2-(tetrazol-5-yl)phenyl]phenyl}methylimidazole-5-carboxylic acid). As a reaction SMILES: [OH-].[Na+].Cl.[OH:4][C:5]([C:8]1[N:9]=[C:10]([CH2:36][CH2:37][CH3:38])[N:11]([CH2:18][C:19]2[CH:24]=[CH:23][C:22]([C:25]3[CH:30]=[CH:29][CH:28]=[CH:27][C:26]=3[C:31]3[NH:35][N:34]=[N:33][N:32]=3)=[CH:21][CH:20]=2)[C:12]=1[C:13]([O:15]CC)=[O:14])([CH3:7])[CH3:6]>CO>[OH:4][C:5]([C:8]1[N:9]=[C:10]([CH2:36][CH2:37][CH3:38])[N:11]([CH2:18][C:19]2[CH:20]=[CH:21][C:22]([C:25]3[CH:30]=[CH:29][CH:28]=[CH:27][C:26]=3[C:31]3[NH:35][N:34]=[N:33][N:32]=3)=[CH:23][CH:24]=2)[C:12]=1[C:13]([OH:15])=[O:14])([CH3:7])[CH3:6] |f:0.1,2.3|. Solvent: CO (methanol).